This data is from the Open Reaction Database (ORD), a public repository of structured organic reaction records. The task is: describe an organic reaction: reactants, conditions, products, and yield Starting materials: COC1=CC=C(C=C1)C=1OC(=C(N1)CCO)C (2-[2-(4-methoxy-phenyl)-5-methyl-oxazol-4-yl]-ethanol), C1(=CC=CC=C1)P(C1=CC=CC=C1)C1=CC=CC=C1 (triphenylphosphine), N(=NC(=O)OCC)C(=O)OCC (DEAD), COC(C(CC1=CC=C(C2=C1SC=C2)O)OCC)=O ([rac]-2-ethoxy-3-(4-hydroxy-benzo[b]thiophen-7-yl)-propionic acid methyl ester). The product is COC(C(CC1=CC=C(C2=C1SC=C2)OCCC=2N=C(OC2C)C2=CC=C(C=C2)OC)OCC)=O ([rac]-2-ethoxy-3-(4-{2-[2-(4-methoxy-phenyl)-5-methyl-oxazol-4-yl]-ethoxy}-benzo[b]thiophen-7-yl)-propionic acid methyl ester). Reaction SMILES: [CH3:1][O:2][C:3](=[O:19])[CH:4]([O:16][CH2:17][CH3:18])[CH2:5][C:6]1[C:11]2[S:12][CH:13]=[CH:14][C:10]=2[C:9]([OH:15])=[CH:8][CH:7]=1.[CH3:20][O:21][C:22]1[CH:27]=[CH:26][C:25]([C:28]2[O:29][C:30]([CH3:36])=[C:31]([CH2:33][CH2:34]O)[N:32]=2)=[CH:24][CH:23]=1.C1(P(C2C=CC=CC=2)C2C=CC=CC=2)C=CC=CC=1.N(C(OCC)=O)=NC(OCC)=O>>[CH3:1][O:2][C:3](=[O:19])[CH:4]([O:16][CH2:17][CH3:18])[CH2:5][C:6]1[C:11]2[S:12][CH:13]=[CH:14][C:10]=2[C:9]([O:15][CH2:34][CH2:33][C:31]2[N:32]=[C:28]([C:25]3[CH:26]=[CH:27][C:22]([O:21][CH3:20])=[CH:23][CH:24]=3)[O:29][C:30]=2[CH3:36])=[CH:8][CH:7]=1. Reported procedure: In analogy to the procedure described in example 17 a], [rac]-2-ethoxy-3-(4-hydroxy-benzo[b]thiophen-7-yl)-propionic acid methyl ester was reacted with 2-[2-(4-methoxy-phenyl)-5-methyl-oxazol-4-yl]-ethanol [J. Med. Chem. (1998), 41(25), 5037-5054] in the presence of triphenylphosphine and DEAD (diethyl azodicarboxylate) to yield [rac]-2-ethoxy-3-(4-{2-[2-(4-methoxy-phenyl)-5-methyl-oxazol-4-yl]-ethoxy}-benzo[b]thiophen-7-yl)-propionic acid methyl ester, which was further saponified in analogy to... The reactants are C1CCOC1, Cc1ccccn1, [Li]CCCC, CC(C)(C)S(=O)N=C(c1cc(F)cc(C(F)(F)F)c1)c1ccc(Cl)cn1. The product is CC(C)(C)S(=O)NC(Cc1ccccn1)(c1cc(F)cc(C(F)(F)F)c1)c1ccc(Cl)cn1. As a reaction SMILES: [CH2:39]1[O:40][CH2:41][CH2:42][CH2:43]1.[CH3:1][c:2]1[n:3][cH:4][cH:5][cH:6][cH:7]1.[CH3:8][CH2:9][CH2:10][CH2:11][Li:12].[Cl:13][c:14]1[cH:15][cH:16][c:17]([C:20](=[N:21][S:22](=[O:23])[C:24]([CH3:25])([CH3:26])[CH3:27])[c:28]2[cH:29][c:30]([F:38])[cH:31][c:32]([C:34]([F:35])([F:36])[F:37])[cH:33]2)[n:18][cH:19]1>>[CH2:1]([c:2]1[n:3][cH:4][cH:5][cH:6][cH:7]1)[C:20]([c:17]1[cH:16][cH:15][c:14]([Cl:13])[cH:19][n:18]1)([NH:21][S:22](=[O:23])[C:24]([CH3:25])([CH3:26])[CH3:27])[c:28]1[cH:29][c:30]([F:38])[cH:31][c:32]([C:34]([F:35])([F:36])[F:37])[cH:33]1. The reactants are OC1=CC=C(C=O)C=C1 (4-hydroxybenzaldehyde), O[C@H]1CC[C@H](CC1)C(=O)OC (methyl cis-4-hydroxycyclohexanecarboxylate), C1(CC1)CCO (2-cyclopropylethanol), C1(=CC=CC=C1)O (phenol). Product: O(C1=CC=CC=C1)[C@@H]1CC[C@H](CC1)C(=O)OC (methyl trans-4-phenoxycyclohexanecarboxylate). The yield is 44.9%. Reaction SMILES: OC1C=CC(C=O)=CC=1.C1(CCO)CC1.[C:16]1([OH:22])[CH:21]=[CH:20][CH:19]=[CH:18][CH:17]=1.O[C@@H:24]1[CH2:29][CH2:28][C@H:27]([C:30]([O:32][CH3:33])=[O:31])[CH2:26][CH2:25]1>>[O:22]([C@H:24]1[CH2:29][CH2:28][C@H:27]([C:30]([O:32][CH3:33])=[O:31])[CH2:26][CH2:25]1)[C:16]1[CH:21]=[CH:20][CH:19]=[CH:18][CH:17]=1. Procedure details: Instead of 4-hydroxybenzaldehyde and 2-cyclopropylethanol, phenol (1.43 g) and methyl cis-4-hydroxycyclohexanecarboxylate (2.00 g) were respectively used and treated by the same technique as in Reference Example 11-1 to give methyl trans-4-phenoxycyclohexanecarboxylate as a colorless oil (1.33 g). Reactants: O=C1C2=CC=CC=C2SC=2C(=CC=CC12)C(=O)O (9-oxo-4-thioxanthenecarboxylic acid), ON1N=NC2=C1C=CC=C2 (1-hydroxybenzotriazole), NC1=CC=C(C=C1)CCN(C)CC1=CC(=C(C=C1)OC)OC (4-amino-N-[(3,4-dimethoxyphenyl)methyl]-N-methylbenzeneethanamine), NC1=CC=C(C=C1)CCN(C)CC1=CC(=C(C=C1)OC)OC (4-amino-N-[(3,4-dimethoxyphenyl)methyl]-N-methylbenzeneethanamine), A-494623, C1(CCCCC1)N=C=NC1CCCCC1 (dicyclohexylcarbodiimide). Run in CN(C)C=O (DMF), CN(C)C=O (DMF). Reaction conditions: time 10 minute. Product: CN(CCC1=CC=C(C=C1)NC(=O)C1=CC=CC=2C(C3=CC=CC=C3SC12)=O)CC1=CC(OC)=C(OC)C=C1 (N-[4-[2-(Methylveratrylamino)ethyl]phenyl)-9-oxo-4-thioxanthenecarboxamide). Reaction SMILES: [O:1]=[C:2]1[C:15]2[CH:14]=[CH:13][CH:12]=[C:11]([C:16](O)=[O:17])[C:10]=2[S:9][C:8]2[C:3]1=[CH:4][CH:5]=[CH:6][CH:7]=2.ON1C2C=CC=CC=2N=N1.[NH2:29][C:30]1[CH:35]=[CH:34][C:33]([CH2:36][CH2:37][N:38]([CH2:40][C:41]2[CH:46]=[CH:45][C:44]([O:47][CH3:48])=[C:43]([O:49][CH3:50])[CH:42]=2)[CH3:39])=[CH:32][CH:31]=1.C1(N=C=NC2CCCCC2)CCCCC1>CN(C=O)C>[CH3:39][N:38]([CH2:40][C:41]1[CH:46]=[CH:45][C:44]([O:47][CH3:48])=[C:43]([O:49][CH3:50])[CH:42]=1)[CH2:37][CH2:36][C:33]1[CH:34]=[CH:35][C:30]([NH:29][C:16]([C:11]2[C:10]3[S:9][C:8]4[C:3](=[CH:4][CH:5]=[CH:6][CH:7]=4)[C:2](=[O:1])[C:15]=3[CH:14]=[CH:13][CH:12]=2)=[O:17])=[CH:31][CH:32]=1. Reported procedure: A mixture of 9-oxo-4-thioxanthenecarboxylic acid* (0.8 g) and 1-hydroxybenzotriazole (0.42 g) in DMF (20 ml) was stirred at room temperature for 10 min. 4-Amino-N-[(3,4-dimethoxyphenyl)methyl]-N-methylbenzenemethanamine (Intermediate 33(b) in EP-A-494623) (0.94 g) in DMF (20 ml) was then added, followed by dicyclohexylcarbodiimide (0.64 g) and the mixture was stirred at room temperature for 16 h and then filtered. The filtrate was concentrated in vacuo, treated with dilute sodium hydroxide solut... Starting materials: FC1=C(C(=C(C=C1OC)OC)F)C1=CC2=C(C=N1)C(=NN2C2OCCCC2)I (6-(2,6-difluoro-3,5-dimethoxyphenyl)-3-iodo-1-(tetrahydro-2H-pyran-2-yl)-1H-pyrazolo[4,3-c]pyridine), O1CCC(CC1)N1C(C2=CC=C(C=C2C1)B1OC(C(O1)(C)C)(C)C)=O (2-(tetrahydro-2H-pyran-4-yl)-5-(4,4,5,5-tetramethyl-1,3,2-dioxaborolan-2-yl)isoindolin-1-one). Product: FC1=C(C(=C(C=C1OC)OC)F)C1=CC2=C(C=N1)C(=NN2)C=2C=C1CN(C(C1=CC2)=O)C2CCOCC2 (5-[6-(2,6-difluoro-3,5-dimethoxyphenyl)-1H-pyrazolo[4,3-c]pyridin-3-yl]-2-(tetrahydro-2H-pyran-4-yl)isoindolin-1-one). Reaction SMILES: [F:1][C:2]1[C:7]([O:8][CH3:9])=[CH:6][C:5]([O:10][CH3:11])=[C:4]([F:12])[C:3]=1[C:13]1[N:18]=[CH:17][C:16]2[C:19](I)=[N:20][N:21](C3CCCCO3)[C:15]=2[CH:14]=1.[O:29]1[CH2:34][CH2:33][CH:32]([N:35]2[CH2:43][C:42]3[C:37](=[CH:38][CH:39]=[C:40](B4OC(C)(C)C(C)(C)O4)[CH:41]=3)[C:36]2=[O:53])[CH2:31][CH2:30]1>>[F:12][C:4]1[C:5]([O:10][CH3:11])=[CH:6][C:7]([O:8][CH3:9])=[C:2]([F:1])[C:3]=1[C:13]1[N:18]=[CH:17][C:16]2[C:19]([C:40]3[CH:41]=[C:42]4[C:37](=[CH:38][CH:39]=3)[C:36](=[O:53])[N:35]([CH:32]3[CH2:33][CH2:34][O:29][CH2:30][CH2:31]3)[CH2:43]4)=[N:20][NH:21][C:15]=2[CH:14]=1. Procedure: This compound was prepared by using procedures analogous to those described for the synthesis of Example 52, Step 8 starting from 6-(2,6-difluoro-3,5-dimethoxyphenyl)-3-iodo-1-(tetrahydro-2H-pyran-2-yl)-1H-pyrazolo[4,3-c]pyridine and 2-(tetrahydro-2H-pyran-4-yl)-5-(4,4,5,5-tetramethyl-1,3,2-dioxaborolan-2-yl)isoindolin-1-one. LCMS (M+H)+=507.2. Starting materials: BrBr (Bromine), CN1C(C2=CC=C(C=C2C=C1)C=1C=NN(C1)C)=O (2-methyl-6-(1-methylpyrazol-4-yl)isoquinolin-1-one). Solvent: CC(=O)O (HOAc), CC(=O)O (HOAc). Yields the product BrC1=CN(C(C2=CC=C(C=C12)C=1C=NN(C1)C)=O)C (4-bromo-2-methyl-6-(1-methylpyrazol-4-yl)isoquinolin-1-one). As a reaction SMILES: [Br:1]Br.[CH3:3][N:4]1[CH:13]=[CH:12][C:11]2[C:6](=[CH:7][CH:8]=[C:9]([C:14]3[CH:15]=[N:16][N:17]([CH3:19])[CH:18]=3)[CH:10]=2)[C:5]1=[O:20]>CC(O)=O>[Br:1][C:12]1[C:11]2[C:6](=[CH:7][CH:8]=[C:9]([C:14]3[CH:15]=[N:16][N:17]([CH3:19])[CH:18]=3)[CH:10]=2)[C:5](=[O:20])[N:4]([CH3:3])[CH:13]=1. Reported procedure: Bromine (1.8 g, 11.25 mmol) in HOAc (6 mL) was added to the title compound of 2-methyl-6-(1-methylpyrazol-4-yl)isoquinolin-1-one (3 g, 12.5 mmol) in HOAc (24 mL) at 0° C. The mixture was stirred at 30° C. for 15 min, quenched with H2O (100 mL), and the resulting yellow solid was collected by filtration to give the title compound (2.04 g, 56%). 1H NMR (CDCl3, 400 MHz) δ 8.42 (d, J=8.4 Hz, 1H), 7.87 (d, J=28.8 Hz, 2H), 7.82 (d, J=15.6 Hz, 2H), 7.65 (d, J=8 Hz, 2H), 7.38 (s, 1H), 4.00 (s, 3H), 3.61... Starting materials: COC1=CC2=C(SC(=C2)C2=CC3CCC(C2)N3C)C=C1 (3-(5-Methoxy-benzo[b]thiophen-2-yl)-8-methyl-8-aza-bicyclo[3.2.1]oct-2-ene), ClC(C)OC(=O)Cl (1-Chloroethylchloroformate), CO (Methanol). Run in C1(=CC=CC=C1)C (toluene). Conditions: time 1 hour. Product: Cl.COC1=CC2=C(SC(=C2)C2=CC3CCC(C2)N3)C=C1 (3-(5-Methoxy-benzo[b]thiophen-2-yl)-8-aza-bicyclo[3.2.1]oct-2-ene hydrochloric acid salt). Reaction SMILES: [CH3:1][O:2][C:3]1[CH:20]=[CH:19][C:6]2[S:7][C:8]([C:10]3[CH2:16][CH:15]4[N:17](C)[CH:12]([CH2:13][CH2:14]4)[CH:11]=3)=[CH:9][C:5]=2[CH:4]=1.[Cl:21]C(OC(Cl)=O)C.CO>C1(C)C=CC=CC=1>[ClH:21].[CH3:1][O:2][C:3]1[CH:20]=[CH:19][C:6]2[S:7][C:8]([C:10]3[CH2:16][CH:15]4[NH:17][CH:12]([CH2:13][CH2:14]4)[CH:11]=3)=[CH:9][C:5]=2[CH:4]=1 |f:4.5|. Reported procedure: 3-(5-Methoxy-benzo[b]thiophen-2-yl)-8-methyl-8-aza-bicyclo[3.2.1]oct-2-ene (2.28 g, 7.99 mmol) was solved in toluene (25 ml). 1-Chloroethylchloroformate (2.28 g, 15.97 mmol) was added at room-temperature. The mixture was stirred at room-temperature for 1 hour and was then stirred at reflux for 15 hours. Methanol (20 ml) was added followed by reflux for 2 hours. The mixture was cooled on an ice-bath. The product crystallized and was washed with ethanol and diethylether. The product was recrystall...